Task: describe an organic reaction: reactants, conditions, products, and yield. Dataset: the Open Reaction Database (ORD), a public repository of structured organic reaction records Starting materials: CC(C)(C)OC(=O)NN, ClCCCl, CCOC(C)=O, O=C(O)C(OCCCl)c1cc(F)c(F)c(F)c1, CN(C)C=O, O, On1nnc2ccccc21. Product: CC(C)(C)OC(=O)NNC(=O)C(OCCCl)c1cc(F)c(F)c(F)c1. Reaction SMILES: [C:32]([NH:33][NH2:34])(=[O:35])[O:36][C:37]([CH3:38])([CH3:39])[CH3:40].[CH2:11]([Cl:12])[CH2:13][Cl:14].[CH3:47][CH2:48][O:49][C:50](=[O:51])[CH3:52].[Cl:15][CH2:16][CH2:17][O:18][CH:19]([C:20](=[O:21])[OH:22])[c:23]1[cH:24][c:25]([F:31])[c:26]([F:30])[c:27]([F:29])[cH:28]1.[O:41]=[CH:42][N:43]([CH3:44])[CH3:45].[OH2:46].[OH:1][n:2]1[c:3]2[c:4]([cH:5][cH:6][cH:7][cH:8]2)[n:9][n:10]1>>[Cl:15][CH2:16][CH2:17][O:18][CH:19]([C:20](=[O:22])[NH:34][NH:33][C:32](=[O:35])[O:36][C:37]([CH3:38])([CH3:39])[CH3:40])[c:23]1[cH:24][c:25]([F:31])[c:26]([F:30])[c:27]([F:29])[cH:28]1.